The task is: describe an organic reaction: reactants, conditions, products, and yield. This data is from the Open Reaction Database (ORD), a public repository of structured organic reaction records. The reactants are B(F)(F)F.CCOCC (Boron trifluoride diethyl etherate), [Li+].[C-]#CC1=CC=CC=C1 (lithium phenylacetylide), O1CC12CCN(CC2)C(=O)OC(C)(C)C (tert-Butyl 1-oxa-6-azaspiro[2.5]octane-6-carboxylate). The solvent is C1CCOC1 (THF). Run at temperature -75 celsius, time 8 hour. Yields the product OC1(CCN(CC1)C(=O)OC(C)(C)C)CC#CC1=CC=CC=C1 (tert-Butyl 4-hydroxy-4-(3-phenylprop-2-ynyl)piperidine-1-carboxylate). Isolated yield 91.9%. RXN SMILES: B(F)(F)F.CCOCC.[Li+].[C-:11]#[C:12][C:13]1[CH:18]=[CH:17][CH:16]=[CH:15][CH:14]=1.[O:19]1[C:21]2([CH2:26][CH2:25][N:24]([C:27]([O:29][C:30]([CH3:33])([CH3:32])[CH3:31])=[O:28])[CH2:23][CH2:22]2)[CH2:20]1>C1COCC1>[OH:19][C:21]1([CH2:20][C:11]#[C:12][C:13]2[CH:18]=[CH:17][CH:16]=[CH:15][CH:14]=2)[CH2:22][CH2:23][N:24]([C:27]([O:29][C:30]([CH3:33])([CH3:32])[CH3:31])=[O:28])[CH2:25][CH2:26]1 |f:0.1,2.3|. Reported procedure: Boron trifluoride diethyl etherate (0.131 mL, 1.03 mmol) followed by lithium phenylacetylide (1M in THF, 1.03 mL, 1.03 mmol) was dropped into a solution of Compound 256a (200 mg, 0.938 mmol) in THF (5 mL) stirred at −75° C. under nitrogen atmosphere. Stirring and cooling were kept on for 2 h and after overnight stirring at r.t., the reaction mixture was quenched with water and EtOAc. The combined extracts were washed, dried over Na2SO4 and evaporated to dryness. The residue was purified by flash... Procedure: Methyl 4-[1-(4-tolyl)-2-pyrrolidon-4-yl]methoxybenzoate (58.74 g) and sodium hydroxide (10.40 g) are dissolved in about 20 % aqueous methanol (630 ml) and the mixture is heated with stirring at 60° C. for 14 hours. After cooling, the reaction mixture is concentrated under reduced pressure to about the half volume thereof and thereto are added water (130 ml) and conc. hydrochloric acid (22.6 ml). The precipitated crystal is collected by filtration, washed successively with 50 % aqueous methanol a... As a reaction SMILES: [C:1]1([CH3:25])[CH:6]=[CH:5][C:4]([N:7]2[CH2:11][CH:10]([CH2:12][O:13][C:14]3[CH:23]=[CH:22][C:17]([C:18]([O:20]C)=[O:19])=[CH:16][CH:15]=3)[CH2:9][C:8]2=[O:24])=[CH:3][CH:2]=1.[OH-].[Na+]>CO>[C:1]1([CH3:25])[CH:2]=[CH:3][C:4]([N:7]2[CH2:11][CH:10]([CH2:12][O:13][C:14]3[CH:15]=[CH:16][C:17]([C:18]([OH:20])=[O:19])=[CH:22][CH:23]=3)[CH2:9][C:8]2=[O:24])=[CH:5][CH:6]=1 |f:1.2|. The yield is 91.7%. The reactants are C1(=CC=C(C=C1)N1C(CC(C1)COC1=CC=C(C(=O)OC)C=C1)=O)C (Methyl 4-[1-(4-tolyl)-2-pyrrolidon-4-yl]methoxybenzoate), [OH-].[Na+] (sodium hydroxide). Run in CO (methanol). Yields the product C1(=CC=C(C=C1)N1C(CC(C1)COC1=CC=C(C(=O)O)C=C1)=O)C (4-[1-(4-Tolyl)-2-pyrrolidon-4-yl]methoxybenzoic acid). Conditions: temperature 60 celsius, time 14 hour. Starting materials: C(C1=CC=CC=C1)N1CC(CC1)(COC)CNC(=O)OC(C)(C)C (1-benzyl-3-(tert.butoxy-carbonylamino-methyl)-3-methoxymethylpyrrolidine). The reagents and catalysts are [Pd].[C] (Pd carbon). The solvent is C(C)O (ethanol). The product is C(C)(C)(C)OC(=O)NCC1(CNCC1)COC (3-(tert.-Butoxycarbonylamino-methyl)-3-methoxymethylpyrrolidine). RXN SMILES: C([N:8]1[CH2:12][CH2:11][C:10]([CH2:16][NH:17][C:18]([O:20][C:21]([CH3:24])([CH3:23])[CH3:22])=[O:19])([CH2:13][O:14][CH3:15])[CH2:9]1)C1C=CC=CC=1>C(O)C.[Pd].[C]>[C:21]([O:20][C:18]([NH:17][CH2:16][C:10]1([CH2:13][O:14][CH3:15])[CH2:11][CH2:12][NH:8][CH2:9]1)=[O:19])([CH3:24])([CH3:23])[CH3:22] |f:2.3|. Procedure details: 12 g (37.4 mmol) 1-benzyl-3-(tert.butoxy-carbonylamino-methyl)-3-methoxymethylpyrrolidine is desolved in 150 ml ethanol. This solution is hydrogenated at 4 g Pd-carbon (10%) at 100° C./100 bar H2. The catalyst is removed by filtration, and the organic solvents are removed in vacuo. The residue is distilled.